Dataset: the Open Reaction Database (ORD), a public repository of structured organic reaction records. Task: describe an organic reaction: reactants, conditions, products, and yield The reactants are C1(CC1)N1C=C(C(C2=CC(=C(C(=C12)F)F)F)=O)C(=O)O (1-cyclopropyl-6,7,8-trifluoro-1,4-dihydro-4-oxo-3-quinolinecarboxylic acid), CC(C=NC1CNCC1)(C)C (3-(2,2-dimethylpropylideneamino)-pyrrolidine), Cl (hydrochloric acid). Yields the product Cl.NC1CN(CC1)C1=C(C=C2C(C(=CN(C2=C1F)C1CC1)C(=O)O)=O)F (7-(3-amino-1-pyrrolidinyl)-1-cyclopropyl-6,8-difluoro-1,4-dihydro-4-oxo-3-quinolinecarboxylic acid hydrochloride). Reaction SMILES: [CH:1]1([N:4]2[C:13]3[C:8](=[CH:9][C:10]([F:16])=[C:11](F)[C:12]=3[F:14])[C:7](=[O:17])[C:6]([C:18]([OH:20])=[O:19])=[CH:5]2)[CH2:3][CH2:2]1.CC(C)(C)C=[N:24][CH:25]1[CH2:29][CH2:28][NH:27][CH2:26]1.[ClH:32]>>[ClH:32].[NH2:24][CH:25]1[CH2:29][CH2:28][N:27]([C:11]2[C:12]([F:14])=[C:13]3[C:8]([C:7](=[O:17])[C:6]([C:18]([OH:20])=[O:19])=[CH:5][N:4]3[CH:1]3[CH2:3][CH2:2]3)=[CH:9][C:10]=2[F:16])[CH2:26]1 |f:3.4|. Procedure details: If, for example, 1-cyclopropyl-6,7,8-trifluoro-1,4-dihydro-4-oxo-3-quinolinecarboxylic acid is reacted with 3-(2,2-dimethylpropylideneamino)-pyrrolidine and the reaction product is treated with hydrochloric acid, 7-(3-amino-1-pyrrolidinyl)-1-cyclopropyl-6,8-difluoro-1,4-dihydro-4-oxo-3-quinolinecarboxylic acid hydrochloride is obtained. Starting materials: [Cl-].[In+3].[Cl-].[Cl-] (indium(III) chloride), FC(C(=O)O)(F)F (trifluoroacetic acid), FC1=C(C=CC(=C1)C(F)(F)F)C(C1C(C1)C#N)O (2-{[2-Fluoro-4-(trifluoromethyl)phenyl] (hydroxy)methyl}cyclopropanecarbonitrile), FC=1C=C2C=CNC2=C(C1)CS(=O)(=O)C (5-Fluoro-7-[(methylsulfonyl)methyl]-1H-indole). The solvent is ClCCCl (1,2-dichloroethane). Yields the product FC=1C=C2C(=CNC2=C(C1)CS(=O)(=O)C)C(C1C(C1)C#N)C1=C(C=C(C=C1)C(F)(F)F)F (2-({5-Fluoro-7-[(methylsulfonyl)methyl]-1H-indol-3-yl}[2-fluoro-4-(trifluoro-methyl)phenyl]methyl)cyclopropanecarbonitrile). RXN SMILES: [Cl-].[In+3].[Cl-].[Cl-].FC(F)(F)C(O)=O.[F:12][C:13]1[CH:18]=[C:17]([C:19]([F:22])([F:21])[F:20])[CH:16]=[CH:15][C:14]=1[CH:23](O)[CH:24]1[CH2:26][CH:25]1[C:27]#[N:28].[F:30][C:31]1[CH:32]=[C:33]2[C:37](=[C:38]([CH2:40][S:41]([CH3:44])(=[O:43])=[O:42])[CH:39]=1)[NH:36][CH:35]=[CH:34]2>ClCCCl>[F:30][C:31]1[CH:32]=[C:33]2[C:37](=[C:38]([CH2:40][S:41]([CH3:44])(=[O:42])=[O:43])[CH:39]=1)[NH:36][CH:35]=[C:34]2[CH:23]([C:14]1[CH:15]=[CH:16][C:17]([C:19]([F:22])([F:21])[F:20])=[CH:18][C:13]=1[F:12])[CH:24]1[CH2:26][CH:25]1[C:27]#[N:28] |f:0.1.2.3|. Procedure: 1.63 g (7.35 mmol) of indium(III) chloride and 0.85 ml (11.0 mmol) of trifluoroacetic acid were added to 1.59 g (6.13 mmol) of the compound from Example 164A and 1.90 g (7.35 mmol) of the compound from Example 87A in 100 ml of 1,2-dichloroethane, and the mixture was heated under reflux overnight. It was concentrated and the residue was purified by preparative HPLC (RP18 column; mobile phase: acetonitrile/water gradient with addition of 0.1% formic acid) to result in 763 mg (27% of theory) of the... Reactants: CC(C)(C)c1cc(NC(=O)Nc2cccc(Cl)c2Cl)n(-c2cccc(CCNC(=O)C(F)(F)F)c2)n1, CO, [K+], [K+], O=C([O-])[O-], O. Yields the product CC(C)(C)c1cc(NC(=O)Nc2cccc(Cl)c2Cl)n(-c2cccc(CCN)c2)n1. RXN SMILES: [C:1]([CH3:2])([CH3:3])([CH3:4])[c:5]1[n:6][n:7](-[c:22]2[cH:23][c:24]([CH2:28][CH2:29][NH:30][C:31](=[O:32])[C:33]([F:34])([F:35])[F:36])[cH:25][cH:26][cH:27]2)[c:8]([NH:10][C:11](=[O:12])[NH:13][c:14]2[c:15]([Cl:21])[c:16]([Cl:20])[cH:17][cH:18][cH:19]2)[cH:9]1.[CH3:43][OH:44].[K+:37].[K+:38].[O-:39][C:40]([O-:41])=[O:42].[OH2:45]>>[C:1]([CH3:2])([CH3:3])([CH3:4])[c:5]1[n:6][n:7](-[c:22]2[cH:23][c:24]([CH2:28][CH2:29][NH2:30])[cH:25][cH:26][cH:27]2)[c:8]([NH:10][C:11](=[O:12])[NH:13][c:14]2[c:15]([Cl:21])[c:16]([Cl:20])[cH:17][cH:18][cH:19]2)[cH:9]1. The reactants are CN1CCN(c2cccc(N)c2)CC1, CCO, CCOC(=O)c1ccccc1Nc1nc(Cl)ncc1F, Cl, O. Yields the product CCOC(=O)c1ccccc1Nc1nc(Nc2cccc(N3CCN(C)CC3)c2)ncc1F. As a reaction SMILES: [CH3:21][N:22]1[CH2:23][CH2:24][N:25]([c:28]2[cH:29][c:30]([NH2:31])[cH:32][cH:33][cH:34]2)[CH2:26][CH2:27]1.[CH3:35][CH2:36][OH:37].[Cl:1][c:2]1[n:3][cH:4][c:5]([F:20])[c:6]([NH:8][c:9]2[c:10]([C:11](=[O:12])[O:13][CH2:14][CH3:15])[cH:16][cH:17][cH:18][cH:19]2)[n:7]1.[ClH:38].[OH2:39]>>[c:2]1([NH:31][c:30]2[cH:29][c:28]([N:25]3[CH2:24][CH2:23][N:22]([CH3:21])[CH2:27][CH2:26]3)[cH:34][cH:33][cH:32]2)[n:3][cH:4][c:5]([F:20])[c:6]([NH:8][c:9]2[c:10]([C:11](=[O:12])[O:13][CH2:14][CH3:15])[cH:16][cH:17][cH:18][cH:19]2)[n:7]1. The reactants are [Br-], CON(C)C(=O)c1ccc(Br)c(F)c1, CCC[Mg+], C1CCOC1. Product: CCCC(=O)c1ccc(Br)c(F)c1. As a reaction SMILES: [Br-:15].[Br:1][c:2]1[c:3]([F:14])[cH:4][c:5]([C:6](=[O:7])[N:8]([O:9][CH3:10])[CH3:11])[cH:12][cH:13]1.[CH2:16]([CH2:17][CH3:18])[Mg+:19].[O:20]1[CH2:21][CH2:22][CH2:23][CH2:24]1>>[Br:1][c:2]1[c:3]([F:14])[cH:4][c:5]([C:6](=[O:7])[CH2:16][CH2:17][CH3:18])[cH:12][cH:13]1. Reactants: CC(C)(C)P(=O)c1ccccc1 (effective_coupling_partner), CC(C)(C)C(=O)Oc1ccccc1 (substrate). The reagents and catalysts are dcype. Run at temperature 100 celsius, time 24 hour. The product is CC(C)(C)P(=O)(c1ccccc1)c2ccccc2.